This data is from the Open Reaction Database (ORD), a public repository of structured organic reaction records. The task is: describe an organic reaction: reactants, conditions, products, and yield Starting materials: C(C)OC(CC1=NOC2=C1C=CC=C2)=NO (1,2-benzisoxazole-3-acetohydroximic acid ethyl ester), N (ammonia). Solvent: C(C)O (ethanol). Reaction conditions: temperature 150 celsius. Product: O1N=C(C2=C1C=CC=C2)CC(N)=NO (1,2-Benzisoxazole-3-acetamidoxime). As a reaction SMILES: C(O[C:4](=[N:15][OH:16])[CH2:5][C:6]1[C:10]2[CH:11]=[CH:12][CH:13]=[CH:14][C:9]=2[O:8][N:7]=1)C.[NH3:17]>C(O)C>[O:8]1[C:9]2[CH:14]=[CH:13][CH:12]=[CH:11][C:10]=2[C:6]([CH2:5][C:4](=[N:15][OH:16])[NH2:17])=[N:7]1. Reported procedure: In ethanol (35 ml) was dissolved 1,2-benzisoxazole-3-acetohydroximic acid ethyl ester (0.5 g) and the mixture was saturated with ammonia gas and then heated in a sealed tube at 150°C for 7 hours. The reaction mixture was distilled under a reduced pressure and the oily residue was subjected to silica gel column chromatography and eluted with 5 % methanol-chloroform. The eluates were collected and resulting crystallines were recrystallized from ethanol to give the desired compound (0.05 g). m.p. 1... The reactants are C(C1=CC=CC=C1)N1C(CCC1=O)=O (N-benzylsuccinimide), C(C)O[SiH](OCC)OCC (triethoxysilane). The reagents and catalysts are CC([O-])C.[Ti+4].CC([O-])C.CC([O-])C.CC([O-])C (titanium (IV) isopropoxide). Solvent: C1=CC=CC=C1 (C6H6). Conditions: temperature 60 celsius, time 1 hour. The product is C(C1=CC=CC=C1)N1C=CC=C1 (N-benzylpyrrole). Yield: 92.2%. As a reaction SMILES: [CH2:1]([N:8]1[C:12](=O)[CH2:11][CH2:10][C:9]1=O)[C:2]1[CH:7]=[CH:6][CH:5]=[CH:4][CH:3]=1.C(O[SiH](OCC)OCC)C>C1C=CC=CC=1.CC(C)[O-].[Ti+4].CC(C)[O-].CC(C)[O-].CC(C)[O-]>[CH2:1]([N:8]1[CH:12]=[CH:11][CH:10]=[CH:9]1)[C:2]1[CH:7]=[CH:6][CH:5]=[CH:4][CH:3]=1 |f:3.4.5.6.7|. Reported procedure: N-benzylsuccinimide (0.38 g, 2.0 mmol), triethoxysilane (1.85 mL, 10 mmol), and titanium (IV) isopropoxide (0.06 mL, 0.2 mmol) were dissolved in C6H6 (4.0 mL) and the mixture was heated to 60 ° C. for 16 hours. The solvent was removed in vacuo and the reaction mixture was poured into a mixture of 1 M NaOH (10 mL) and THF (10 mL). This mixture was stirred for 1 hour, poured into ethyl ether (75 mL), and washed with 1 M NaOH (5×50 mL). The ether layer was dried over MgSO4, filtered, and the solven... Starting materials: CC1=C(OC2=CC=C3C=C(C(OC3=C2)C(F)(F)F)C(=O)O)C=C(C=C1)C (7-(2,5-dimethylphenoxy)-2-(trifluoromethyl)-2H-chromene-3-carboxylic acid), [OH-].[Na+] (NaOH). Run in C(C)O (ethanol), C1CCOC1 (THF), O (water). Conditions: time 15 minute. The product is CC1=C(OC2=CC=C3C=C(C(OC3=C2)C(F)(F)F)C(=O)[O-])C=C(C=C1)C.[Na+] (Sodium 7-(2,5-dimethylphenoxy)-2-(trifluoromethyl)-2H-chromene-3-carboxylate). RXN SMILES: [CH3:1][C:2]1[CH:25]=[CH:24][C:23]([CH3:26])=[CH:22][C:3]=1[O:4][C:5]1[CH:14]=[C:13]2[C:8]([CH:9]=[C:10]([C:19]([OH:21])=[O:20])[CH:11]([C:15]([F:18])([F:17])[F:16])[O:12]2)=[CH:7][CH:6]=1.[OH-].[Na+:28]>C(O)C.C1COCC1.O>[CH3:1][C:2]1[CH:25]=[CH:24][C:23]([CH3:26])=[CH:22][C:3]=1[O:4][C:5]1[CH:14]=[C:13]2[C:8]([CH:9]=[C:10]([C:19]([O-:21])=[O:20])[CH:11]([C:15]([F:17])([F:18])[F:16])[O:12]2)=[CH:7][CH:6]=1.[Na+:28] |f:1.2,6.7|. Procedure details: To a solution of 116 mg of 7-(2,5-dimethylphenoxy)-2-(trifluoromethyl)-2H-chromene-3-carboxylic acid (0.318 mmol) in 4 mL of ethanol and 2 mL of THF was added 3.15 mL (0.318 mmol) of a 0.1008 N NaOH solution in water. The resulting solution was stirred at room temperature for 15 min. The volatiles were removed. To the solution was added 2 mL of water and the resulting suspension was cooled at −78° C. and solidified then put on high vacuum for lyophilization. The ivory solid was registered as PHA... Reactants: C(C(C)C)N1CCN(CC1)C1=CC=C(C=C1)C(/C=C/C1=CC=C(C=C1)/C=C/C(=O)O)=O ((E)-3-(4-{(E)-3-[4-(4-isobutyl-piperazin-1-yl)-phenyl]-3-oxo-propenyl}-phenyl)-acrylic acid), [K] (potassium), NOC1OCCCC1 (NH2OTHP), C(CCl)Cl (EDC), C=1C=CC2=C(C1)N=NN2O (HOBT), TEA. Run in C1CCOC1 (THF), CN(C)C=O (DMF), O (water). Conditions: time 24 hour. Product: Cl.ONC(\C=C\C1=CC=C(C=C1)\C=C\C(=O)C1=CC=C(C=C1)N1CCN(CC1)CC(C)C)=O ((E)-N-hydroxy-3-(4-{(E)-3-[4-(4-isobutyl-piperazin-1-yl)-phenyl]-3-oxo-propenyl}-phenyl)-acrylamide hydrochloride). Reaction SMILES: [CH2:1]([N:5]1[CH2:10][CH2:9][N:8]([C:11]2[CH:16]=[CH:15][C:14]([C:17](=[O:31])/[CH:18]=[CH:19]/[C:20]3[CH:25]=[CH:24][C:23](/[CH:26]=[CH:27]/[C:28]([OH:30])=O)=[CH:22][CH:21]=3)=[CH:13][CH:12]=2)[CH2:7][CH2:6]1)[CH:2]([CH3:4])[CH3:3].[K].[NH2:33][O:34]C1CCCCO1.C(Cl)C[Cl:43].C1C=CC2N(O)N=NC=2C=1>C1COCC1.CN(C=O)C.O>[ClH:43].[OH:34][NH:33][C:28](=[O:30])/[CH:27]=[CH:26]/[C:23]1[CH:22]=[CH:21][C:20](/[CH:19]=[CH:18]/[C:17]([C:14]2[CH:13]=[CH:12][C:11]([N:8]3[CH2:9][CH2:10][N:5]([CH2:1][CH:2]([CH3:3])[CH3:4])[CH2:6][CH2:7]3)=[CH:16][CH:15]=2)=[O:31])=[CH:25][CH:24]=1 |f:8.9,^1:31|. Procedure details: A mixture of (E)-3-(4-{(E)-3-[4-(4-isobutyl-piperazin-1-yl)-phenyl]-3-oxo-propenyl}-phenyl)-acrylic acid as potassium salt (450 mg, 1 mmol), NH2OTHP (117 mg, 1 mmol), EDC (230 mg, 1.2 mmol), HOBT (160 mg, 1.2 mmol) and TEA (0.420 ml, 3 mmol) in THF (5 ml) and DMF (5 ml) was stirred for 24 hours at room temperature. The mixture was then diluted with water and extracted with AcOEt. The organic phase was washed with water, then with a saturated NaCl solution, dried over Na2SO4 and evaporated in vac... Starting materials: O=C(n1ccnc1)n1ccnc1, ClCCl, O, CC(=O)N1CCN(CCO)CC1. The product is CC(=O)N1CCN(CCOC(=O)n2ccnc2)CC1. RXN SMILES: [C:1](=[O:2])([n:3]1[cH:4][n:5][cH:6][cH:7]1)[n:8]1[cH:9][cH:10][n:11][cH:12]1.[Cl:26][CH2:27][Cl:28].[OH2:25].[OH:13][CH2:14][CH2:15][N:16]1[CH2:17][CH2:18][N:19]([C:22]([CH3:23])=[O:24])[CH2:20][CH2:21]1>>[C:1](=[O:2])([n:3]1[cH:4][n:5][cH:6][cH:7]1)[O:13][CH2:14][CH2:15][N:16]1[CH2:17][CH2:18][N:19]([C:22]([CH3:23])=[O:24])[CH2:20][CH2:21]1. Starting materials: C1CCOC1, CC(=O)[O-], CCO, Cl, Cl, [K+], CC(Oc1c(N)ncc2c(-c3csc(C=O)c3)coc12)c1c(Cl)ccc(F)c1Cl, NO, O, [Zn]. Product: CC(Oc1c(N)ncc2c(-c3csc(CN)c3)coc12)c1c(Cl)ccc(F)c1Cl. Reaction SMILES: [CH2:42]1[O:43][CH2:44][CH2:45][CH2:46]1.[CH3:34][C:35](=[O:36])[O-:37].[CH3:38][CH2:39][OH:40].[ClH:30].[ClH:41].[K+:33].[NH2:1][c:2]1[c:3]([O:18][CH:19]([CH3:20])[c:21]2[c:22]([Cl:29])[c:23]([F:28])[cH:24][cH:25][c:26]2[Cl:27])[c:4]2[c:5]([cH:6][n:7]1)[c:8](-[c:11]1[cH:12][c:13]([CH:16]=[O:17])[s:14][cH:15]1)[cH:9][o:10]2.[NH2:31][OH:32].[OH2:47].[Zn:48]>>[NH2:1][c:2]1[c:3]([O:18][CH:19]([CH3:20])[c:21]2[c:22]([Cl:29])[c:23]([F:28])[cH:24][cH:25][c:26]2[Cl:27])[c:4]2[c:5]([cH:6][n:7]1)[c:8](-[c:11]1[cH:12][c:13]([CH2:16][NH2:31])[s:14][cH:15]1)[cH:9][o:10]2.